This data is from the Open Reaction Database (ORD), a public repository of structured organic reaction records. The task is: describe an organic reaction: reactants, conditions, products, and yield The reactants are ClC=1N=CC2=C(N1)NC=C2 (2-Chloro-7H-pyrrolo-[2,3-d]pyrimidine), BrC1=NC=CC=C1 (2-bromopyridine), N[C@H]1[C@@H](CCCC1)N (trans-1,2-diaminocyclohexane), P(=O)([O-])([O-])[O-].[K+].[K+].[K+] (potassium phosphate). Reagents/catalysts: [Cu]I (copper(I) iodide). Run in O1CCOCC1 (1,4-dioxane), C(C)(=O)OCC (ethyl acetate). Conditions: temperature 100 celsius, time 4 hour. Yields the product ClC=1N=CC2=C(N1)N(C=C2)C2=NC=CC=C2 (2-Chloro-7-pyridin-2-yl-7H-pyrrolo-[2,3-d]pyrimidine). The yield is 85.5%. RXN SMILES: [Cl:1][C:2]1[N:3]=[CH:4][C:5]2[CH:10]=[CH:9][NH:8][C:6]=2[N:7]=1.Br[C:12]1[CH:17]=[CH:16][CH:15]=[CH:14][N:13]=1.N[C@@H]1CCCC[C@H]1N.P([O-])([O-])([O-])=O.[K+].[K+].[K+]>O1CCOCC1.C(OCC)(=O)C.[Cu]I>[Cl:1][C:2]1[N:3]=[CH:4][C:5]2[CH:10]=[CH:9][N:8]([C:12]3[CH:17]=[CH:16][CH:15]=[CH:14][N:13]=3)[C:6]=2[N:7]=1 |f:3.4.5.6|. Procedure details: A suspension of 2-chloro-7H-pyrrolo-[2,3-d]pyrimidine 3 (0.53 g, 3.5 mmol), 2-bromopyridine (0.66 mL, 1.1 g, 6.9 mmol), copper(I) iodide (0.20 g, 1.0 mmol), trans-1,2-diaminocyclohexane (0.12 mL, 0.1 Ig, 1.0 mmol), and potassium phosphate (2.2 g, 10 mmol) in 10 mL 1,4-dioxane is heated to 100° C. and stirred for four hours. The reaction mixture is cooled to room temperature, diluted with ethyl acetate, and washed with water and brine. The organic extract was dried over MgSO4, filtered, and conce... Starting materials: ClC1=C(C=CC=C1)C(C)OC(=O)NC1=C(C=NC=C1)C1=CC=C(C=C1)OS(=O)(=O)C(F)(F)F (trifluoro-methanesulfonic acid 4-{4-[1-(2-chloro-phenyl)-ethoxycarbonylamino]-pyridin-3-yl}-phenyl ester), B(O)(O)C1=CC=C(C=C1)C1(CC1)C(=O)O (1-(4-boronophenyl)cyclopropanecarboxylic acid), crude material. Product: ClC1=C(C=CC=C1)C(C)OC(=O)NC1=C(C=NC=C1)C1=CC=C(C=C1)C1=CC=C(C=C1)C1(CC1)C(=O)O (1-(4′-{4-[1-(2-Chloro-phenyl)-ethoxycarbonylamino]-pyridin-3-yl}-biphenyl-4-yl)-cyclopropanecarboxylic acid). Reaction SMILES: [Cl:1][C:2]1[CH:7]=[CH:6][CH:5]=[CH:4][C:3]=1[CH:8]([O:10][C:11]([NH:13][C:14]1[CH:19]=[CH:18][N:17]=[CH:16][C:15]=1[C:20]1[CH:25]=[CH:24][C:23](OS(C(F)(F)F)(=O)=O)=[CH:22][CH:21]=1)=[O:12])[CH3:9].B([C:37]1[CH:42]=[CH:41][C:40]([C:43]2([C:46]([OH:48])=[O:47])[CH2:45][CH2:44]2)=[CH:39][CH:38]=1)(O)O>>[Cl:1][C:2]1[CH:7]=[CH:6][CH:5]=[CH:4][C:3]=1[CH:8]([O:10][C:11]([NH:13][C:14]1[CH:19]=[CH:18][N:17]=[CH:16][C:15]=1[C:20]1[CH:21]=[CH:22][C:23]([C:37]2[CH:42]=[CH:41][C:40]([C:43]3([C:46]([OH:48])=[O:47])[CH2:45][CH2:44]3)=[CH:39][CH:38]=2)=[CH:24][CH:25]=1)=[O:12])[CH3:9]. Reported procedure: Prepared according to the procedure described in Example 1, Step 2, using the following starting materials: trifluoro-methanesulfonic acid 4-{4-[1-(2-chloro-phenyl)-ethoxycarbonylamino]-pyridin-3-yl}-phenyl ester and 1-(4-boronophenyl)cyclopropanecarboxylic acid. After workup the crude material was purified via preparatory HPLC to give the title compound. Starting materials: FC1=C(C(=CC=C1)F)N1C(NCC2=C1N=C(N=C2C=2C=C(C(=O)NCC1=CC=CC=C1)C=CC2C)S(=O)(=O)C)=O (3-[8-(2,6-difluorophenyl)-2-(methylsulfonyl)-7-oxo-5,6,7,8-tetrahydropyrimido[4,5-d]pyrimidin-4-yl]-4-methyl-N-(phenylmethyl)benzamide), NC1CC(NC(C1)(C)C)(C)C (4-amino-2,2,6,6-tetramethylpiperidine). Solvent: C1CCOC1 (THF). Conditions: time 17 hour. Yields the product [NH4+].[OH-] (NH4OH), FC1=C(C(=CC=C1)F)N1C(NCC2=C1N=C(N=C2C=2C=C(C(=O)NCC1=CC=CC=C1)C=CC2C)NC2CC(NC(C2)(C)C)(C)C)=O (3-{8-(2,6-Difluorophenyl)-7-oxo-2-[(2,2,6,6-tetramethyl-4-piperidinyl)amino]-5,6,7,8-tetrahydropyrimido[4,5-d]pyrimidin-4-yl}-4-methyl-N-(phenylmethyl)benzamide). As a reaction SMILES: [F:1][C:2]1[CH:7]=[CH:6][CH:5]=[C:4]([F:8])[C:3]=1[N:9]1[C:14]2[N:15]=[C:16](S(C)(=O)=O)[N:17]=[C:18]([C:19]3[CH:20]=[C:21]([CH:32]=[CH:33][C:34]=3[CH3:35])[C:22]([NH:24][CH2:25][C:26]3[CH:31]=[CH:30][CH:29]=[CH:28][CH:27]=3)=[O:23])[C:13]=2[CH2:12][NH:11][C:10]1=[O:40].[NH2:41][CH:42]1[CH2:47][C:46]([CH3:49])([CH3:48])[NH:45][C:44]([CH3:51])([CH3:50])[CH2:43]1>C1COCC1>[NH4+:9].[OH-:23].[F:1][C:2]1[CH:7]=[CH:6][CH:5]=[C:4]([F:8])[C:3]=1[N:9]1[C:14]2[N:15]=[C:16]([NH:41][CH:42]3[CH2:43][C:44]([CH3:51])([CH3:50])[NH:45][C:46]([CH3:49])([CH3:48])[CH2:47]3)[N:17]=[C:18]([C:19]3[CH:20]=[C:21]([CH:32]=[CH:33][C:34]=3[CH3:35])[C:22]([NH:24][CH2:25][C:26]3[CH:31]=[CH:30][CH:29]=[CH:28][CH:27]=3)=[O:23])[C:13]=2[CH2:12][NH:11][C:10]1=[O:40] |f:3.4|. Reported procedure: The compound 3-[8-(2,6-difluorophenyl)-2-(methylsulfonyl)-7-oxo-5,6,7,8-tetrahydropyrimido[4,5-d]pyrimidin-4-yl]-4-methyl-N-(phenylmethyl)benzamide, (0.056 g, 0.1 mmol) was dissolved in THF (5 mL) and 4-amino-2,2,6,6-tetramethylpiperidine (0.032 g, 0.2 mmol) was added. The mixture was stirred under argon at room temperature for 17 h. The solvents were pumped off in vacuo. The residue was flash chromatographed on silica gel (15 g) eluted with 6:0.5:0.05, to 6:1:0.1, CH2Cl2:isopropanol:NH4OH to gi... Reactants: [OH-].[Na+] (NaOH), ClC(C1=C(C=CC=C1)N=C=O)Cl (2-dichloromethyl-phenyl isocyanate), C(=O)=O (CO2), C(C)(=O)CC(C)=O (acetylacetone), C(=O)=O (CO2), Cl (hydrochloric acid), Ba(OH)2. Run in O (water). Reaction conditions: temperature 40 celsius. Product: C(C)(=O)C1(C(N=C2C=CC=CC2=C1)C)O (3-acetyl-3-hydroxy-quinaldine). The yield is 94.0%. As a reaction SMILES: Cl[CH:2](Cl)[C:3]1[CH:8]=[CH:7][CH:6]=[CH:5][C:4]=1[N:9]=[C:10]=O.Cl.[C:14](=O)=O.[OH-:17].[Na+].[C:19]([CH2:22][C:23](=O)C)(=[O:21])C>O>[C:22]([C:19]1([OH:21])[CH:2]=[C:3]2[C:4]([CH:5]=[CH:6][CH:7]=[CH:8]2)=[N:9][CH:10]1[CH3:14])(=[O:17])[CH3:23] |f:3.4|. Procedure details: 38.4 g (0.19 mol) of 2-dichloromethyl-phenyl isocyanate are allowed to run into a suspension of 135 g (0.43 mol) of Ba(OH)2 ×8H2O in 500 ml of water, at 15°-18° C. whilst stirring vigorously (with the aid of a baffle and an impeller stirrer). The mixture is stirred for a further 30-40 minutes at this temperature and about 95 ml of 10% strength hydrochloric acid are added dropwise to the reaction mixture, at 3°-5° C., until the pH is 5-6, CO2 being evolved. After the evolution of CO2 has subsided... Reactants: [Cl-].[Na+] (sodium chloride), [P] (phosphorus), C(O)[P+](CO)(CO)CO.C(O)[P+](CO)(CO)CO.[O-]S(=O)(=O)[O-] (THPS). Product: S(=O)(=O)([O-])[O-].[Na+].[Na+] (Sodium sulfate), [OH-].[Na+] (sodium hydroxide). As a reaction SMILES: [P].C([P+](CO)(CO)CO)[OH:3].C([P+](CO)(CO)CO)O.[O-:20][S:21]([O-:24])(=[O:23])=[O:22].[Cl-].[Na+:26]>>[S:21]([O-:24])([O-:23])(=[O:22])=[O:20].[Na+:26].[Na+:26].[OH-:3].[Na+:26] |f:1.2.3,4.5,6.7.8,9.10|. Procedure: A phosphorus-containing condensation product was synthesized using 500 g. of 80 % THPS and 25 g. of sodium chloride in the same way as in I-A. Sodium sulfate which formed during synthesis of this condensation product and at neutralization of the agent with sodium hydroxide was removed by filtration before treating the fabric. Treatment was carried out using this condensation product under the same conditions as in Experiment No. 7 of Example 2, with the result that a good hand and excellent flam... Reactants: NC=1C(=C(C(=CC1)Cl)S(=O)(=O)N)O (3-amino-6-chloro-2-hydroxybenzenesulfonamide), N(=[N+]=[N-])C(=O)C1=NC=CC=C1 (2-(azidocarbonyl)-pyridine), CN(C=O)C (N,N-dimethyl-formamide). Conditions: time 20 hour. The product is NS(=O)(=O)C=1C(=C(C=CC1Cl)NC(=O)NC1=NC=CC=C1)O (N-(3-aminosulfonyl-4-chloro-2-hydroxyphenyl)-N′-(pyridin-2-yl)urea). Isolated yield 62.0%. RXN SMILES: [NH2:1][C:2]1[C:3]([OH:13])=[C:4]([S:9]([NH2:12])(=[O:11])=[O:10])[C:5]([Cl:8])=[CH:6][CH:7]=1.N(C([C:19]1[CH:24]=[CH:23][CH:22]=[CH:21][N:20]=1)=O)=[N+]=[N-].C[N:26](C)[CH:27]=[O:28]>>[NH2:12][S:9]([C:4]1[C:3]([OH:13])=[C:2]([NH:1][C:27]([NH:26][C:19]2[CH:24]=[CH:23][CH:22]=[CH:21][N:20]=2)=[O:28])[CH:7]=[CH:6][C:5]=1[Cl:8])(=[O:11])=[O:10]. Procedure details: Under Argon, a solution of 3-amino-6-chloro-2-hydroxybenzenesulfonamide (300 mg, 1.35 mmol) and 2-(azidocarbonyl)-pyridine (400 mg, 2.70 mmol) in 5 mL of N,N-dimethyl-formamide was heated to 80° C. for 2 hours. The mixture was kept at room temperature for another 20 hours. Purification upon Gilson HPLC, eluting with acetonitrile/water (10/90, v/v to 90/10, v/v, over 10 min), gave the desired product (287 mg, 62%). LC-MS (m/z) 343.0 (M+).